From a dataset of the Open Reaction Database (ORD), a public repository of structured organic reaction records. describe an organic reaction: reactants, conditions, products, and yield Reactants: C(C1=CC=CC=C1)(=O)CCCCCCC(=O)OCC (Ethyl 7-benzoylheptanoate), C(C1=CC=CC=C1)(=O)Cl (benzoyl chloride). Product: C1(=CC=CC2=CC=CC=C12)C(=O)CCCCCCC(=O)OCC (Ethyl 7-(1-naphthoyl)heptanoate). The yield is 58.0%. Reaction SMILES: [C:1]([CH2:9][CH2:10][CH2:11][CH2:12][CH2:13][CH2:14][C:15]([O:17][CH2:18][CH3:19])=[O:16])(=[O:8])[C:2]1[CH:7]=[CH:6][CH:5]=[CH:4][CH:3]=1.[C:20](Cl)(=O)[C:21]1C=CC=[CH:23][CH:22]=1>>[C:2]1([C:1]([CH2:9][CH2:10][CH2:11][CH2:12][CH2:13][CH2:14][C:15]([O:17][CH2:18][CH3:19])=[O:16])=[O:8])[C:7]2[C:6](=[CH:20][CH:21]=[CH:22][CH:23]=2)[CH:5]=[CH:4][CH:3]=1. Procedure: Following a procedure analogous to that described above for 49a, but substituting 1-naphthoyl chloride for benzoyl chloride, the title compound was obtained as a white solid in 58% yield: 1H NMR (300 MHz, CDCl3) δ 8.56 (d, J=8.7 Hz, 1H), 7.42-7.92 (m, 6H), 4.10 (q, J=6.9 Hz, 2H), 2.98 (m, 2H), 2.26(t, J=7.5 Hz, 2H), 1.75 (m, 2H), 1.62 (m, 2H), 1.36 (m, 4H), 1.22 (t, J=6.9 Hz, 3H); 13C NMR (75.4 MHz, CDCl3) δ 14.02, 24.23, 24.55, 28.70(2), 33.98, 41.79, 59.89, 124.12, 125.51, 126.12, 126.99, 127.... Reactants: CN(C)CCCCC1=CC=C(C=C1)OC (N,N-Dimethyl-4-(4-methoxyphenyl)butylamine), CBr (methyl bromide). Yields the product [Br-].C[N+](C)(C)CCCCC1=CC=C(C=C1)OC (N,N,N-Trimethyl-4-(4-methoxyphenyl)butylammonium bromide). Reaction SMILES: [CH3:1][N:2]([CH2:4][CH2:5][CH2:6][CH2:7][C:8]1[CH:13]=[CH:12][C:11]([O:14][CH3:15])=[CH:10][CH:9]=1)[CH3:3].[CH3:16][Br:17]>>[Br-:17].[CH3:3][N+:2]([CH2:4][CH2:5][CH2:6][CH2:7][C:8]1[CH:9]=[CH:10][C:11]([O:14][CH3:15])=[CH:12][CH:13]=1)([CH3:16])[CH3:1] |f:2.3|. Procedure: N,N-Dimethyl-4-(4-methoxyphenyl)butylamine (4.35 g.) was reacted with methyl bromide according to the procedure of Example 46 to provide 4.95 g. of N,N,N-trimethyl-4-(4-methoxyphenyl)butylammonium bromide, which was recrystallized from acetone and methanol. M.P. 166°-168° C. Procedure details: To a solution of 45 g of 3-(trifluoromethyl)-4-chloronitrobenzene in 150 ml of DMSO was added 13 g of isopropylamine. The mixture was heated at 80°-90° C. for two hours, poured over ice water, acidified and filtered. The filter cake was dried to yield 49.6 g of product; m.p. 35°-36° C. Isolated yield 100.2%. Reactants: FC(C=1C=C(C=CC1Cl)[N+](=O)[O-])(F)F (3-(trifluoromethyl)-4-chloronitrobenzene), C(C)(C)N (isopropylamine), ice water. Run in CS(=O)C (DMSO). Reaction SMILES: [F:1][C:2]([F:14])([F:13])[C:3]1[CH:4]=[C:5]([N+:10]([O-:12])=[O:11])[CH:6]=[CH:7][C:8]=1Cl.[CH:15]([NH2:18])([CH3:17])[CH3:16]>CS(C)=O>[CH:15]([NH:18][C:8]1[CH:7]=[CH:6][C:5]([N+:10]([O-:12])=[O:11])=[CH:4][C:3]=1[C:2]([F:14])([F:13])[F:1])([CH3:17])[CH3:16]. Product: C(C)(C)NC1=C(C=C(C=C1)[N+](=O)[O-])C(F)(F)F (N-isopropyl-4-nitro-2-(trifluoromethyl)benzenamine). Starting materials: FC=1C=C(CNC(=O)C=2SC(=CC2)Br)C=C(C1NS(=O)(=O)C)F (5-Bromo-thiophene-2-carboxylic acid 3,5-difluoro-4-methanesulfonylamino-benzylamide), C(C)(C)(C)C1=CC=C(C=C1)B(O)O (4-tert-butyl phenyl boronic acid). The product is FC=1C=C(CNC(=O)C=2SC(=CC2)C2=CC=C(C=C2)C(C)(C)C)C=C(C1NS(=O)(=O)C)F (5-(4-tert-Butyl-phenyl)-thiophene-2-carboxylic acid 3,5-difluoro-4-methanesulfonylamino-benzylamide). Yield: 70.4%. Reaction SMILES: [F:1][C:2]1[CH:3]=[C:4]([CH:15]=[C:16]([F:23])[C:17]=1[NH:18][S:19]([CH3:22])(=[O:21])=[O:20])[CH2:5][NH:6][C:7]([C:9]1[S:10][C:11](Br)=[CH:12][CH:13]=1)=[O:8].[C:24]([C:28]1[CH:33]=[CH:32][C:31](B(O)O)=[CH:30][CH:29]=1)([CH3:27])([CH3:26])[CH3:25]>>[F:1][C:2]1[CH:3]=[C:4]([CH:15]=[C:16]([F:23])[C:17]=1[NH:18][S:19]([CH3:22])(=[O:21])=[O:20])[CH2:5][NH:6][C:7]([C:9]1[S:10][C:11]([C:31]2[CH:32]=[CH:33][C:28]([C:24]([CH3:27])([CH3:26])[CH3:25])=[CH:29][CH:30]=2)=[CH:12][CH:13]=1)=[O:8]. Procedure details: 5-Bromo-thiophene-2-carboxylic acid 3,5-difluoro-4-methanesulfonylamino-benzylamide (80 mg, 0.19 mmol) was reacted with 4-tert-butyl phenyl boronic acid (40.2 mg, 0.23 mmol) to give the title compound (64 mg, 71%) after purification by column chromatography (gradient 12% to 100% EtOAc in n-hexane). Reactants: ClCCl, CO, [H][H], CCCCCCCCCCCCCCCC(=O)CC(=O)OC. Product: CCCCCCCCCCCCCCCC(O)CC(=O)OC. As a reaction SMILES: [CH2:27]([Cl:28])[Cl:29].[CH3:23][OH:24].[H:25][H:26].[O:1]=[C:2]([CH2:3][C:4](=[O:5])[O:6][CH3:7])[CH2:8][CH2:9][CH2:10][CH2:11][CH2:12][CH2:13][CH2:14][CH2:15][CH2:16][CH2:17][CH2:18][CH2:19][CH2:20][CH2:21][CH3:22]>>[OH:1][CH:2]([CH2:3][C:4](=[O:5])[O:6][CH3:7])[CH2:8][CH2:9][CH2:10][CH2:11][CH2:12][CH2:13][CH2:14][CH2:15][CH2:16][CH2:17][CH2:18][CH2:19][CH2:20][CH2:21][CH3:22]. Reaction SMILES: [F:1][C:2]1[CH:7]=[CH:6][C:5]([CH:8]2[C:16]3[C:11](=[CH:12][CH:13]=[CH:14][CH:15]=3)[CH:10]([C:17]3[CH:22]=[CH:21][C:20]4[O:23][CH2:24][O:25][C:19]=4[CH:18]=3)[CH:9]2[C:26]([O-:28])=[O:27])=[CH:4][CH:3]=1.FC1C=CC(C2C3C(=CC=CC=3)C(C3C=CC4OCOC=4C=3)=C2C(OCC)=O)=CC=1>CCO.[Pd]>[F:1][C:2]1[CH:7]=[CH:6][C:5]([CH:8]2[C:16]3[C:11](=[CH:12][CH:13]=[CH:14][CH:15]=3)[CH:10]([C:17]3[CH:22]=[CH:21][C:20]4[O:23][CH2:24][O:25][C:19]=4[CH:18]=3)[CH:9]2[C:26]([OH:28])=[O:27])=[CH:4][CH:3]=1. Reagents/catalysts: [Pd] (palladium on activated carbon). Yield: 100.0%. Product: FC1=CC=C(C=C1)C1C(C(C2=CC=CC=C12)C1=CC2=C(C=C1)OCO2)C(=O)O (1-(4-Fluorophenyl)-3-(3,4-methylenedioxyphenyl)indane-2-carboxylic acid). The solvent is CCO (EtOH). Reported procedure: Ethyl (1RS, 2RS, 3SR)-1-(4-Fluorophenyl)-3-(3,4-methylenedioxyphenyl)indane-2-carboxylate. To a solution of ethyl (RS)-1-(4-fluorophenyl)-3-(3,4-methylenedioxyphenyl)indene-2-carboxylate (40 mg, 0.10 mmol) in EtOH (3 ml) was added 10% palladium on activated carbon (45 mg). The resulting suspension was stirred under an atmosphere of H2 overnight, then was filtered through a pad of Celite. The filtrate was concentrated under reduced pressure to afford the title compound (40 mg, 100%), which was us... Conditions: time 8 hour. Reactants: FC1=CC=C(C=C1)C1C(=C(C2=CC=CC=C12)C1=CC2=C(C=C1)OCO2)C(=O)OCC (ethyl (RS)-1-(4-fluorophenyl)-3-(3,4-methylenedioxyphenyl)indene-2-carboxylate), FC1=CC=C(C=C1)C1C(C(C2=CC=CC=C12)C1=CC2=C(C=C1)OCO2)C(=O)[O-] (1-(4-Fluorophenyl)-3-(3,4-methylenedioxyphenyl)indane-2-carboxylate). The reactants are C1CCC(CC1)N=C=NC2CCCCC2.C=1C=CC2=C(C1)N=NN2O (DCC HOBT), N([C@H](C)C(=O)O)C(=O)OC(C)(C)C (BOC-D-Ala), NC(CO)CO (serinol). The product is N([C@H](C)C(=O)N[C@@H](CO)C(=O)O)C(=O)OC(C)(C)C (BOC-D-Ala-SerOH), product. Isolated yield 68.0%. RXN SMILES: C1CCC(N=C=NC2CCCCC2)CC1.C1C=CC2N([OH:25])N=NC=2C=1.[NH:26]([C:32]([O:34][C:35]([CH3:38])([CH3:37])[CH3:36])=[O:33])[C@@H:27]([C:29]([OH:31])=O)[CH3:28].[NH2:39][CH:40]([CH2:43][OH:44])[CH2:41][OH:42]>>[NH:26]([C:32]([O:34][C:35]([CH3:38])([CH3:37])[CH3:36])=[O:33])[C@@H:27]([C:29]([NH:39][C@H:40]([C:43]([OH:25])=[O:44])[CH2:41][OH:42])=[O:31])[CH3:28] |f:0.1|. Procedure: BOC-D-Ala-SerOH was prepared on a 1.0 mMol-scale by the DCC-HOBT mediated condensation of BOC-D-Ala and serinol following the procedure described in Example 21. The crude reaction product was purified by chromatography on a 1.7×24 cm column of BioSil A by successive elution with (A) 100 ml CHCl3, (B) 100 ml of 1% (v/v) MeOH/CHCl3, (C) 100 ml of 2% MeOH/CHCl3, (D) 100 ml of 4% MeOH/CHCl3, (E) 100 ml of 8% MeOH/CHCl3, and (F) 100 ml of 12% MeOH/CHCl3. The appropriate column fractions were combined... Reactants: O=C([O-])[O-], N#Cc1cc(F)c(Cl)cc1F, [Cs+], [Cs+], [Na+], CN(C)C=O, [OH-], COc1c(O)cccc1C=O. The product is COc1c(C=O)cccc1Oc1cc(Cl)c(F)cc1C#N. RXN SMILES: [C:23](=[O:24])([O-:25])[O-:26].[Cl:1][c:2]1[cH:3][c:4]([F:11])[c:5]([C:6]#[N:7])[cH:8][c:9]1[F:10].[Cs+:27].[Cs+:28].[Na+:30].[O:31]=[CH:32][N:33]([CH3:34])[CH3:35].[OH-:29].[OH:12][c:13]1[c:14]([O:21][CH3:22])[c:15]([CH:16]=[O:17])[cH:18][cH:19][cH:20]1>>[Cl:1][c:2]1[cH:3][c:4]([O:12][c:13]2[c:14]([O:21][CH3:22])[c:15]([CH:16]=[O:17])[cH:18][cH:19][cH:20]2)[c:5]([C:6]#[N:7])[cH:8][c:9]1[F:10].